This data is from the Open Reaction Database (ORD), a public repository of structured organic reaction records. The task is: describe an organic reaction: reactants, conditions, products, and yield The reactants are O=C(NC1CCNCC1)c1ccccc1, O=C([O-])[O-], CCO, COc1ccc(C(=O)CCCCl)cc1, [K+], [K+]. Product: COc1ccc(C(=O)CCCN2CCC(NC(=O)c3ccccc3)CC2)cc1, Cl. Reaction SMILES: [C:1]([c:2]1[cH:3][cH:4][cH:5][cH:6][cH:7]1)(=[O:8])[NH:9][CH:10]1[CH2:11][CH2:12][NH:13][CH2:14][CH2:15]1.[C:30](=[O:31])([O-:32])[O-:33].[CH3:36][CH2:37][OH:38].[Cl:16][CH2:17][CH2:18][CH2:19][C:20](=[O:21])[c:22]1[cH:23][cH:24][c:25]([O:28][CH3:29])[cH:26][cH:27]1.[K+:34].[K+:35]>>[C:1]([c:2]1[cH:3][cH:4][cH:5][cH:6][cH:7]1)(=[O:8])[NH:9][CH:10]1[CH2:11][CH2:12][N:13]([CH2:17][CH2:18][CH2:19][C:20](=[O:21])[c:22]2[cH:23][cH:24][c:25]([O:28][CH3:29])[cH:26][cH:27]2)[CH2:14][CH2:15]1.[ClH:16].